Dataset: the Open Reaction Database (ORD), a public repository of structured organic reaction records. Task: describe an organic reaction: reactants, conditions, products, and yield Starting materials: [BH4-], O=C([O-])O, C1CCOC1, [Na+], [Na+], O=C(NOCCO)c1cc(C2OCCO2)c(F)c(F)c1Nc1ccc(I)cc1F, O=C(O)C(F)(F)F. Yields the product O=C(NOCCO)c1cc(COCCO)c(F)c(F)c1Nc1ccc(I)cc1F. As a reaction SMILES: [BH4-:30].[C:39](=[O:40])([OH:41])[O-:42].[CH2:44]1[O:45][CH2:46][CH2:47][CH2:48]1.[Na+:31].[Na+:43].[O:1]1[CH:2]([c:6]2[c:7]([F:29])[c:8]([F:28])[c:9]([NH:19][c:20]3[c:21]([F:27])[cH:22][c:23]([I:26])[cH:24][cH:25]3)[c:10]([C:11](=[O:12])[NH:13][O:14][CH2:15][CH2:16][OH:17])[cH:18]2)[O:3][CH2:4][CH2:5]1.[OH:32][C:33]([C:34]([F:35])([F:36])[F:37])=[O:38]>>[O:1]([CH2:2][c:6]1[c:7]([F:29])[c:8]([F:28])[c:9]([NH:19][c:20]2[c:21]([F:27])[cH:22][c:23]([I:26])[cH:24][cH:25]2)[c:10]([C:11](=[O:12])[NH:13][O:14][CH2:15][CH2:16][OH:17])[cH:18]1)[CH2:5][CH2:4][OH:3]. Conditions: temperature 0 celsius, time 8 hour. Reactants: resultant mixture, resultant mixture, [OH-].[Na+] (sodium hydroxide), C(C)(=O)O[BH-](OC(C)=O)OC(C)=O.[Na+] (Sodium triacetoxyborohydride), C1OC=2C=C(N)C=CC2O1 (3,4-methylenedioxy aniline), CC(=O)C (acetone). RXN SMILES: C(O[BH-](O[C:11](=O)[CH3:12])OC(=O)C)(=O)C.[Na+].[CH2:15]1[O:24][C:23]2[CH:22]=[CH:21][C:19]([NH2:20])=[CH:18][C:17]=2[O:16]1.[CH3:25][C:26]([CH3:28])=O.[OH-].[Na+]>C1COCC1.O.C(O)(=O)C>[CH:26]([N:20]([C:19]1[CH:21]=[CH:22][C:23]2[O:24][CH2:15][O:16][C:17]=2[CH:18]=1)[C:12]1[CH:11]=[CH:22][CH:23]=[CH:17][CH:18]=1)([CH3:28])[CH3:25] |f:0.1,4.5|. The solvent is O (water), C1CCOC1 (THF), C(C)(=O)O (acetic acid). Product: C(C)(C)N(C1=CC=CC=C1)C1=CC2=C(C=C1)OCO2 (N-Isopropyl-N-(3,4-methylenedioxy-phenyl) aniline). Procedure: Sodium triacetoxyborohydride (27.9 g, 134 mmol) is added poRTionwise over 45 minutes to a 0° C. solution of 3,4-methylenedioxy aniline (13.8 g, 101 mmol) in THF (100 mL), acetone (7.82 mL, 106 mmol) and acetic acid (5.9 mL) and the resultant mixture is allowed to attain RT overnight. The reaction mixture is cooled to 0° C. and then water (50 mL) is added slowly followed by 50% aqueous sodium hydroxide solution (20 mL) and the resultant mixture stirred for 1.5 h. The organics were removed and the... The yield is 93.1%. The reactants are O=C(O)Cc1cccc(Br)c1, O=C([O-])[O-], COc1ccc(CCl)cc1, [Cs+], [Cs+], CN(C)C=O. Product: COc1ccc(COC(=O)Cc2cccc(Br)c2)cc1. Reaction SMILES: [Br:1][c:2]1[cH:3][c:4]([CH2:8][C:9](=[O:10])[OH:11])[cH:5][cH:6][cH:7]1.[C:12](=[O:13])([O-:14])[O-:15].[CH3:18][O:19][c:20]1[cH:21][cH:22][c:23]([CH2:24][Cl:25])[cH:26][cH:27]1.[Cs+:16].[Cs+:17].[O:28]=[CH:29][N:30]([CH3:31])[CH3:32]>>[Br:1][c:2]1[cH:3][c:4]([CH2:8][C:9](=[O:10])[O:11][CH2:24][c:23]2[cH:22][cH:21][c:20]([O:19][CH3:18])[cH:27][cH:26]2)[cH:5][cH:6][cH:7]1. Starting materials: C(C)(=O)C=1C=C2CC(NC2=CC1)=O (5-acetyl-2-indolinone), C(C)(=O)OC(C)=O (acetic anhydride), C(C)(OC)(OC)OC (trimethyl orthoacetate). Solvent: C(Cl)Cl.CO (methylene chloride methanol). The product is C(C)(=O)N1C(C(C2=CC(=CC=C12)C(C)=O)=C(C)OC)=O (1,5-diacetyl-3-[1-methoxy-ethylidene]-2-indolinone). RXN SMILES: [C:1]([C:4]1[CH:5]=[C:6]2[C:10](=[CH:11][CH:12]=1)[NH:9][C:8](=[O:13])[CH2:7]2)(=[O:3])[CH3:2].[C:14]([O:17][C:18](=O)[CH3:19])(=O)C.[C:21](OC)(OC)([O:23]C)[CH3:22]>C(Cl)Cl.CO>[C:21]([N:9]1[C:10]2[C:6](=[CH:5][C:4]([C:1](=[O:3])[CH3:2])=[CH:12][CH:11]=2)[C:7](=[C:18]([O:17][CH3:14])[CH3:19])[C:8]1=[O:13])(=[O:23])[CH3:22] |f:3.4|. Procedure: Prepared from 5-acetyl-2-indolinone, acetic anhydride and trimethyl orthoacetate Rf=0.40 (silica gel, methylene chloride/methanol 50:1) The reactants are FC1=C(C(=CC(=C1)OC)F)C=1SC=C(N1)C(=O)OC (methyl 2-(2,6-difluoro-4-methoxy-phenyl)thiazole-4-carboxylate), [OH-].[Li+] (lithium hydroxide). Solvent: CO (methanol), O (water). Reaction conditions: time 8 hour. Yields the product FC1=C(C(=CC(=C1)OC)F)C=1SC=C(N1)C(=O)O (2-(2,6-difluoro-4-methoxy-phenyl)thiazole-4-carboxylic acid). Yield: 99.7%. Reaction SMILES: [F:1][C:2]1[CH:7]=[C:6]([O:8][CH3:9])[CH:5]=[C:4]([F:10])[C:3]=1[C:11]1[S:12][CH:13]=[C:14]([C:16]([O:18]C)=[O:17])[N:15]=1.[OH-].[Li+]>CO.O>[F:10][C:4]1[CH:5]=[C:6]([O:8][CH3:9])[CH:7]=[C:2]([F:1])[C:3]=1[C:11]1[S:12][CH:13]=[C:14]([C:16]([OH:18])=[O:17])[N:15]=1 |f:1.2|. Reported procedure: To a solution of methyl 2-(2,6-difluoro-4-methoxy-phenyl)thiazole-4-carboxylate (2.403 mmol, 685.5 mg) in methanol (15 mL) and water (5 mL) was added lithium hydroxide (1.9 equiv., 4.54 mmol, 111 mg). The reaction mixture was stirred at room temperature overnight. The reaction mixture was quenched with 1N HCl (aq.), then partitioned between EtOAc and brine. The organic layer was concentrated. The residue was dried on highvac to afford 2-(2,6-difluoro-4-methoxy-phenyl)thiazole-4-carboxylic acid (... Starting materials: C[O-], CO, Cn1nc(C(F)(F)F)c(CSC2=NOC(C)(C)C2)c1F, [Na+], O. Product: COc1c(CSC2=NOC(C)(C)C2)c(C(F)(F)F)nn1C. As a reaction SMILES: [CH3:1][O-:2].[CH3:25][OH:26].[CH3:4][C:5]1([CH3:23])[CH2:6][C:7]([S:10][CH2:11][c:12]2[c:13]([C:19]([F:20])([F:21])[F:22])[n:14][n:15]([CH3:18])[c:16]2[F:17])=[N:8][O:9]1.[Na+:3].[OH2:24]>>[CH3:1][O:2][c:16]1[c:12]([CH2:11][S:10][C:7]2=[N:8][O:9][C:5]([CH3:4])([CH3:23])[CH2:6]2)[c:13]([C:19]([F:20])([F:21])[F:22])[n:14][n:15]1[CH3:18]. Starting materials: CCOC(=O)CCc1cn(Cc2ccc(OCCN(C)c3ccccn3)cc2)nc1-c1ccccc1, CCO, Cl, [Na+], C1CCOC1, [OH-]. Yields the product CN(CCOc1ccc(Cn2cc(CCC(=O)O)c(-c3ccccc3)n2)cc1)c1ccccn1. As a reaction SMILES: [CH3:1][N:2]([c:3]1[n:4][cH:5][cH:6][cH:7][cH:8]1)[CH2:9][CH2:10][O:11][c:12]1[cH:13][cH:14][c:15]([CH2:16][n:17]2[n:18][c:19](-[c:29]3[cH:30][cH:31][cH:32][cH:33][cH:34]3)[c:20]([CH2:22][CH2:23][C:24](=[O:25])[O:26][CH2:27][CH3:28])[cH:21]2)[cH:35][cH:36]1.[CH3:39][CH2:40][OH:41].[ClH:42].[Na+:38].[O:43]1[CH2:44][CH2:45][CH2:46][CH2:47]1.[OH-:37]>>[CH3:1][N:2]([c:3]1[n:4][cH:5][cH:6][cH:7][cH:8]1)[CH2:9][CH2:10][O:11][c:12]1[cH:13][cH:14][c:15]([CH2:16][n:17]2[n:18][c:19](-[c:29]3[cH:30][cH:31][cH:32][cH:33][cH:34]3)[c:20]([CH2:22][CH2:23][C:24](=[O:25])[OH:26])[cH:21]2)[cH:35][cH:36]1.